Dataset: the Open Reaction Database (ORD), a public repository of structured organic reaction records. Task: describe an organic reaction: reactants, conditions, products, and yield Procedure: To a stirred solution of the ester from step 1 (756 mg, 1.95 mmol) in 2:1:1 tetrahydrofuran/methanol/water (12 mL) is added lithium hydroxide (170 mg, 4 mmol). The reaction mixture is stirred at room temperature for 42 h, and concentrated under reduced pressure. The residue is partitioned between water (10 mL) and chloroform (10 mL). The aqueous layer is acidified to pH 4-5 with 1 N hydrochloric acid and extracted with 3:1 chloroform/2-propanol (3×30 mL). The combined organic layers are dried (s... Reaction SMILES: [CH2:1]([N:4]([CH2:26][CH2:27][CH3:28])[C:5]([C:7]1[CH:8]=[C:9]([CH:14]=[C:15]([C:17]2[N:18]([CH2:22][O:23][CH2:24][CH3:25])[CH:19]=[CH:20][N:21]=2)[CH:16]=1)[C:10]([O:12]C)=[O:11])=[O:6])[CH2:2][CH3:3].[OH-].[Li+]>O1CCCC1.CO.O>[CH2:26]([N:4]([CH2:1][CH2:2][CH3:3])[C:5]([C:7]1[CH:8]=[C:9]([CH:14]=[C:15]([C:17]2[N:18]([CH2:22][O:23][CH2:24][CH3:25])[CH:19]=[CH:20][N:21]=2)[CH:16]=1)[C:10]([OH:12])=[O:11])=[O:6])[CH2:27][CH3:28] |f:1.2,3.4.5|. Reaction conditions: time 42 hour. The reactants are C(CC)N(C(=O)C=1C=C(C(=O)OC)C=C(C1)C=1N(C=CN1)COCC)CCC (Methyl 3-[(dipropylamino)carbonyl]-5-[1-(ethoxymethyl)-1H-imidazol-2-yl]benzoate), [OH-].[Li+] (lithium hydroxide). The product is C(CC)N(C(=O)C=1C=C(C(=O)O)C=C(C1)C=1N(C=CN1)COCC)CCC (3-[(Dipropylamino)carbonyl]-5-[1-(ethoxymethyl)-1H-imidazol-2-yl]benzoic acid). Solvent: O1CCCC1.CO.O (tetrahydrofuran methanol water). Reactants: [N+](=O)(O)[O-] (nitric acid), O.Cl.ClC1=C(C(=CC(N1)=O)O)C (6-chloro-4-hydroxy-5-methylpyridin-2(1H)-one hydrochloride hydrate), ice water. Run in S(O)(O)(=O)=O (sulfuric acid). Run at time 20 minute. The product is ClC1=C(C(=C(C(N1)=O)[N+](=O)[O-])O)C (6-chloro-4-hydroxy-5-methyl-3-nitropyridin-2(1H)-one). As a reaction SMILES: O.Cl.[Cl:3][C:4]1[NH:9][C:8](=[O:10])[CH:7]=[C:6]([OH:11])[C:5]=1[CH3:12].[N+:13]([O-])([OH:15])=[O:14]>S(=O)(=O)(O)O>[Cl:3][C:4]1[NH:9][C:8](=[O:10])[C:7]([N+:13]([O-:15])=[O:14])=[C:6]([OH:11])[C:5]=1[CH3:12] |f:0.1.2|. Reported procedure: A solution of 6-chloro-4-hydroxy-5-methylpyridin-2(1H)-one hydrochloride hydrate (67.0 g, 0.313 mmol) in concentrated sulfuric acid (335 mL) was cooled to ˜0° C.; nitric acid (19.6 mL of 16 M) was added dropwise over a period of ten minutes. The reaction was stirred for 20 minutes and then poured slowly into 2.5 L of ice water. A yellow precipitate formed, which was isolated by filtration and dried overnight in a vacuum oven at 60° C. to provide 39.7 g of 6-chloro-4-hydroxy-5-methyl-3-nitropyrid...